This data is from the Open Reaction Database (ORD), a public repository of structured organic reaction records. The task is: describe an organic reaction: reactants, conditions, products, and yield Reactants: OCC1CCN(CC1)C(=O)OC(C)(C)C (Tert-butyl 4-(hydroxymethyl)piperidine-1-carboxylate), CC(=O)OI1(C=2C=CC=CC2C(=O)O1)(OC(=O)C)OC(=O)C (Dess-Martin periodinane), ClC=1N=C(C2=C(N1)C=CS2)N2CCOCC2 (2-Chloro-4-morpholin-4-yl-thieno[3,2-d]pyrimidine), C(=O)C1CCN(CC1)C(=O)OC(C)(C)C (tert-butyl 4-formylpiperidine-1-carboxylate). Run in ClCCl (dichloromethane). Conditions: time 2 hour. The product is ClC=1N=C(C2=C(N1)C=C(S2)C(C2CCN(CC2)C(=O)OC(C)(C)C)O)N2CCOCC2 (tert-butyl 4-((2-chloro-4-morpholinothieno[3,2-d]pyrimidin-6-yl)(hydroxy)methyl)piperidine-1-carboxylate). The yield is 21.0%. RXN SMILES: [OH:1][CH2:2][CH:3]1[CH2:8][CH2:7][N:6]([C:9]([O:11][C:12]([CH3:15])([CH3:14])[CH3:13])=[O:10])[CH2:5][CH2:4]1.CC(OI1(OC(C)=O)(OC(C)=O)OC(=O)C2C=CC=CC1=2)=O.[Cl:38][C:39]1[N:40]=[C:41]([N:48]2[CH2:53][CH2:52][O:51][CH2:50][CH2:49]2)[C:42]2[S:47][CH:46]=[CH:45][C:43]=2[N:44]=1.C(C1CCN(C(OC(C)(C)C)=O)CC1)=O>ClCCl>[Cl:38][C:39]1[N:40]=[C:41]([N:48]2[CH2:53][CH2:52][O:51][CH2:50][CH2:49]2)[C:42]2[S:47][C:46]([CH:2]([OH:1])[CH:3]3[CH2:8][CH2:7][N:6]([C:9]([O:11][C:12]([CH3:15])([CH3:14])[CH3:13])=[O:10])[CH2:5][CH2:4]3)=[CH:45][C:43]=2[N:44]=1. Reported procedure: Tert-butyl 4-(hydroxymethyl)piperidine-1-carboxylate (1 g) in 20 mL of dichloromethane was combined with 2 g of Dess-Martin periodinane and stirred for 2 h, filtered through celite, extracted with saturated sodium bicarbonate, and evaporated. The crude product was placed on a column and 325 mg of the aldehyde, tert-butyl 4-formylpiperidine-1-carboxylate, was isolated. 260 mg 2-chloro-4-morpholinothieno[3,2-d]pyrimidine 4 was reacted with 325 mg of tert-butyl 4-formylpiperidine-1-carboxylate foll...